This data is from the Open Reaction Database (ORD), a public repository of structured organic reaction records. The task is: describe an organic reaction: reactants, conditions, products, and yield Starting materials: C[Si](C)(C)Oc2ccc1ccccc1c2 (substrate), Cc1cccc([Zn](C)(C)(C)([Li])[Li])c1 (effective_coupling_partner). Reagents/catalysts: PCy3. Run at temperature 25 celsius, time 12 hour. Yields the product Cc3cccc(c2ccc1ccccc1c2)c3. The reactants are CN1N=C(C(=C1)C1=CC=CC=C1)C(=O)NCCNC(OC(C)(C)C)=O (t-butyl [2-(1-methyl-4-phenyl-3-pyrazolecarboxamido)ethyl]carbamate), C(C)(=O)OCC.CCCCCC (ethyl acetate hexane). Yields the product CN1N=C(C(=C1)C1=CC=CC=C1)C(=O)OCC (ethyl 1-methyl-4-phenyl-3-pyrazolecarboxylate). As a reaction SMILES: [CH3:1][N:2]1[CH:6]=[C:5]([C:7]2[CH:12]=[CH:11][CH:10]=[CH:9][CH:8]=2)C(C(NCCNC(=O)OC(C)(C)C)=O)=[N:3]1.[C:26]([O:29][CH2:30][CH3:31])(=[O:28])[CH3:27].CCCCCC>>[CH3:1][N:2]1[CH:6]=[C:5]([C:7]2[CH:12]=[CH:11][CH:10]=[CH:9][CH:8]=2)[C:27]([C:26]([O:29][CH2:30][CH3:31])=[O:28])=[N:3]1 |f:1.2|. Procedure: In an analogous manner to that described in Examples I6 and 17. from 6.6 g (28.7 mmol) of ethyl 1-methyl-4-phenyl-3-pyrazolecarboxylate there were obtained 4.6 g 71.5%) of t-butyl [2-(1-methyl-4-phenyl-3-pyrazolecarboxamido)ethyl]carbamate as white crystals, melting point 145° (from ethyl acetate/hexane). The reactants are O1C(=NC2=C1C=CC=C2)C=2C=CC(=C(N)C2)NC2CCOCC2 (5-(benzoxazol-2-yl)-2-(tetrahydropyran-4-yl)aminoaniline), ClC1=CC=C(C=O)C=C1 (p-chlorobenzaldehyde), OOS(=O)[O-].[K+] (oxone), C([O-])([O-])=O.[K+].[K+] (potassium carbonate). The solvent is CN(C=O)C (dimethylformamide). Conditions: time 2 hour. Product: O1C(=NC2=C1C=CC=C2)C2=CC1=C(N(C(=N1)C1=CC=C(C=C1)Cl)C1CCOCC1)C=C2 (5-(benzoxazol-2-yl)-2-(4-chlorophenyl)-1-(tetrahydropyran-4-yl)benzimidazole). Isolated yield 90.2%. RXN SMILES: [O:1]1[C:5]2[CH:6]=[CH:7][CH:8]=[CH:9][C:4]=2[N:3]=[C:2]1[C:10]1[CH:11]=[CH:12][C:13]([NH:17][CH:18]2[CH2:23][CH2:22][O:21][CH2:20][CH2:19]2)=[C:14]([CH:16]=1)[NH2:15].[Cl:24][C:25]1[CH:32]=[CH:31][C:28]([CH:29]=O)=[CH:27][CH:26]=1.OOS([O-])=O.[K+].C(=O)([O-])[O-].[K+].[K+]>CN(C)C=O>[O:1]1[C:5]2[CH:6]=[CH:7][CH:8]=[CH:9][C:4]=2[N:3]=[C:2]1[C:10]1[CH:11]=[CH:12][C:13]2[N:17]([CH:18]3[CH2:23][CH2:22][O:21][CH2:20][CH2:19]3)[C:29]([C:28]3[CH:31]=[CH:32][C:25]([Cl:24])=[CH:26][CH:27]=3)=[N:15][C:14]=2[CH:16]=1 |f:2.3,4.5.6|. Procedure: To a solution of 5-(benzoxazol-2-yl)-2-(tetrahydropyran-4-yl)aminoaniline (see Working Example 20-2) (150 mg, 0.485 mmol) in dimethylformamide (3 mL) was added p-chlorobenzaldehyde (81.8 mg, 0.582 mmol) and oxone (179 mg, 0.291 mmol), and this was stirred at room temperature for 2 hours. After the reaction was complete, aqueous potassium carbonate solution was added, and after this was filtered and washed with water, drying yielded the title compound (188 mg, 90% yield) as colorless crystals.